Task: describe an organic reaction: reactants, conditions, products, and yield. Dataset: the Open Reaction Database (ORD), a public repository of structured organic reaction records Reactants: [N+](=O)(O)[O-] (nitric acid), OC1=NC=C(C(=O)O)C=C1 (6-hydroxynicotinic acid), S(O)(O)(=O)=O (sulfuric acid). The solvent is O (water). Run at temperature 45 celsius. The product is OC1=NC=C(C(=O)O)C=C1[N+](=O)[O-] (6-hydroxy-5-nitronicotinic acid). RXN SMILES: [N+:1]([O-:4])(O)=[O:2].[OH:5][C:6]1[CH:14]=[CH:13][C:9]([C:10]([OH:12])=[O:11])=[CH:8][N:7]=1.S(=O)(=O)(O)O>O>[OH:5][C:6]1[C:14]([N+:1]([O-:4])=[O:2])=[CH:13][C:9]([C:10]([OH:12])=[O:11])=[CH:8][N:7]=1. Procedure: Fuming nitric acid (10.4 mL) was added dropwise to a mixture of 6-hydroxynicotinic acid (15 g) and concentrated sulfuric acid(45 mL) at 0° C. The reaction mixture was slowly heated to 45° C. and maintained at the same temperature for 3 hours. The mixture was poured into a mixture of ice and water. The resultant precipitate was collected by suction filtration, washed with water, and air-dried to give 6-hydroxy-5-nitronicotinic acid (8.63 g) as a pale yellow solid. Starting materials: BrCC(=O)C1=CC=C(OCC(=O)OCC)C=C1 (Ethyl 4-bromoacetylphenoxyacetate), N1=CC=C(C=C1)N1CCNCC1 (1-(4-pyridyl)piperazine). Run in C(C)#N (acetonitrile). Reaction conditions: time 1 hour. The product is N1=CC=C(C=C1)N1CCN(CC1)CC(=O)C1=CC=C(OCC(=O)OCC)C=C1 (Ethyl 4-[2-[4-(4-pyridyl)piperazin-1-yl]acetyl]-phenoxyacetate). Reaction SMILES: Br[CH2:2][C:3]([C:5]1[CH:17]=[CH:16][C:8]([O:9][CH2:10][C:11]([O:13][CH2:14][CH3:15])=[O:12])=[CH:7][CH:6]=1)=[O:4].[N:18]1[CH:23]=[CH:22][C:21]([N:24]2[CH2:29][CH2:28][NH:27][CH2:26][CH2:25]2)=[CH:20][CH:19]=1>C(#N)C>[N:18]1[CH:23]=[CH:22][C:21]([N:24]2[CH2:25][CH2:26][N:27]([CH2:2][C:3]([C:5]3[CH:17]=[CH:16][C:8]([O:9][CH2:10][C:11]([O:13][CH2:14][CH3:15])=[O:12])=[CH:7][CH:6]=3)=[O:4])[CH2:28][CH2:29]2)=[CH:20][CH:19]=1. Reported procedure: Ethyl 4-bromoacetylphenoxyacetate (6.0 g) was added to a stirred, cooled (4° C.) solution of 1-(4-pyridyl)piperazine (6.5 g) in acetonitrile (225 ml). Stirring was continued for 1 hour at 4° C., then overnight at ambient temperature when the precipitated solid was removed by filtration. The filtrate was evaporated in vacuo and the solid residue triturated with water, filtered, then washed with water and dried. Recrystallisation from a small volume of ethanol gave the title compound, 1.71 g, as a...